Dataset: the Open Reaction Database (ORD), a public repository of structured organic reaction records. Task: describe an organic reaction: reactants, conditions, products, and yield Reactants: O (Water), NC1=C(C=CC=C1)C(F)(F)F (2-Aminobenzotrifluoride), N1=CC=CC=C1 (pyridine), ClC(=O)OC1=CC=CC=C1 (phenyl chloroformate). The solvent is O1CCCC1 (tetrahydrofuran). Reaction conditions: time 4.5 hour. Yields the product FC(C1=C(C=CC=C1)NC(OC1=CC=CC=C1)=O)(F)F (phenyl (2-trifluoromethylphenyl)carbamate). Reaction SMILES: [NH2:1][C:2]1[CH:7]=[CH:6][CH:5]=[CH:4][C:3]=1[C:8]([F:11])([F:10])[F:9].N1C=CC=CC=1.Cl[C:19]([O:21][C:22]1[CH:27]=[CH:26][CH:25]=[CH:24][CH:23]=1)=[O:20].O>O1CCCC1>[F:11][C:8]([F:9])([F:10])[C:3]1[CH:4]=[CH:5][CH:6]=[CH:7][C:2]=1[NH:1][C:19](=[O:20])[O:21][C:22]1[CH:27]=[CH:26][CH:25]=[CH:24][CH:23]=1. Procedure details: 2-Aminobenzotrifluoride (5 mL) and pyridine (6.44 mL) were dissolved in tetrahydrofuran (100 mL), and phenyl chloroformate (5.5 mL) was added dropwise under ice-cooling. After dropwise addition of the reagent, the mixture was brought back to room temperature and stirred for 4.5 hours. Water was added to the reaction solution and the mixture was concentrated under reduced pressure, followed by extraction with ethyl acetate. The resulting organic layer was washed with 2 N hydrochloric acid and bri... Reactants: O=C([O-])[O-], CC(C)=O, CCOC(=O)C(C)c1ccc(NC(=O)CCl)c(O)c1, [K+], [K+], O. Product: CCOC(=O)C(C)c1ccc2c(c1)OCC(=O)N2. As a reaction SMILES: [C:20](=[O:21])([O-:22])[O-:23].[CH3:26][C:27](=[O:28])[CH3:29].[Cl:1][CH2:2][C:3](=[O:4])[NH:5][c:6]1[c:7]([OH:19])[cH:8][c:9]([CH:12]([C:13](=[O:14])[O:15][CH2:16][CH3:17])[CH3:18])[cH:10][cH:11]1.[K+:24].[K+:25].[OH2:30]>>[CH2:2]1[C:3](=[O:4])[NH:5][c:6]2[c:7]([cH:8][c:9]([CH:12]([C:13](=[O:14])[O:15][CH2:16][CH3:17])[CH3:18])[cH:10][cH:11]2)[O:19]1.